Dataset: the Open Reaction Database (ORD), a public repository of structured organic reaction records. Task: describe an organic reaction: reactants, conditions, products, and yield Reactants: O=C(Cl)OCc1ccccc1, CCCNC1CCC2(CC1)OCCO2, C1CCOC1. The product is CCCN(C(=O)OCc1ccccc1)C1CCC2(CC1)OCCO2. As a reaction SMILES: [CH2:15]([c:16]1[cH:17][cH:18][cH:19][cH:20][cH:21]1)[O:22][C:23](=[O:24])[Cl:25].[CH2:1]([CH2:2][CH3:3])[NH:4][CH:5]1[CH2:6][CH2:7][C:8]2([O:9][CH2:10][CH2:11][O:12]2)[CH2:13][CH2:14]1.[CH2:26]1[O:27][CH2:28][CH2:29][CH2:30]1>>[CH2:1]([CH2:2][CH3:3])[N:4]([CH:5]1[CH2:6][CH2:7][C:8]2([O:9][CH2:10][CH2:11][O:12]2)[CH2:13][CH2:14]1)[C:23]([O:22][CH2:15][c:16]1[cH:17][cH:18][cH:19][cH:20][cH:21]1)=[O:24]. Starting materials: N(C(=N)N)CCNS(=O)(=O)C=1C=2C=CN=CC2C=CC1 (N-(2-guanidinoethyl)-5-isoquinolinesulfonamide), O.C1(=CC=C(C=C1)S(=O)(=O)O)C (p-toluenesulfonic acid hydrate). The solvent is CO (methanol), CO (methanol). Product: N(C(=N)N)CCNS(=O)(=O)C=1C=2C=CN=CC2C=CC1.CC=1C=CC(=CC1)S(=O)(=O)O (N-(2-guanidinoethyl)-5-isoquinoline-sulfonamide p-toluenesulfonate). The yield is 76.2%. RXN SMILES: [NH:1]([CH2:5][CH2:6][NH:7][S:8]([C:11]1[C:12]2[CH:13]=[CH:14][N:15]=[CH:16][C:17]=2[CH:18]=[CH:19][CH:20]=1)(=[O:10])=[O:9])[C:2]([NH2:4])=[NH:3].O.[C:22]1([CH3:32])[CH:27]=[CH:26][C:25]([S:28]([OH:31])(=[O:30])=[O:29])=[CH:24][CH:23]=1>CO>[NH:1]([CH2:5][CH2:6][NH:7][S:8]([C:11]1[C:12]2[CH:13]=[CH:14][N:15]=[CH:16][C:17]=2[CH:18]=[CH:19][CH:20]=1)(=[O:10])=[O:9])[C:2]([NH2:4])=[NH:3].[CH3:32][C:22]1[CH:27]=[CH:26][C:25]([S:28]([OH:31])(=[O:30])=[O:29])=[CH:24][CH:23]=1 |f:1.2,4.5|. Procedure: 50 ml of methanol was suspended 20.5 g of N-(2-guanidinoethyl)-5-isoquinolinesulfonamide, and the mixture solution was dissolved completely with 30 ml of methanol solution containing 13.32 g of p-toluenesulfonic acid hydrate. The methanol was distilled therefrom under reduced pressure, the crystalline residue was recrystallized from water to give 24.8 g of N-(2-guanidinoethyl)-5-isoquinoline-sulfonamide-p-toluenesulfonate in a yield of 76.1%. The melting point of the compound was the range from ... The reactants are C(C)(C)(C)OC(=O)NC(C)N1CCCC1 (1-(t-butoxycarbonylamino)ethyl -pyrrolidine), C(C)OC(=O)C1=CC(=C2C(=C(C(=CN2C1=O)F)Cl)C)C1CC1 (8-chloro-1-cyclopropyl-7-fluoro-9-methyl-4-oxo-4H-quinolizine-3-carboxylic acid ethyl ester), C([O-])(O)=O.[Na+] (sodium bicarbonate), Cl.CN([C@H]1CN(CC1)C=1C(=CN2C(C(=CC(=C2C1C)C1CC1)C(=O)O)=O)F)C ((3R)-8-(3-Dimethylaminopyrrolidinyl)-1-cyclopropyl-7-fluoro-9-methyl-4-oxo-4H-quinolizine-3-carboxylic acid hydrochloride). Run in C(C)#N (acetonitrile). Yields the product Cl.N[C@H](C)[C@H]1CN(CC1)C=1C(=CN2C(C(=CC(=C2C1C)C1CC1)C(=O)O)=O)F ((3R,1R)-8-(3-(1-Aminoethyl)pyrrolidinyl)-1-cyclopropyl-7-fluoro-9-methyl-4-oxo-4H-quinolizine-3-carboxylic acid hydrochloride). RXN SMILES: C(OC(C1C(=O)[N:14]2C(C(C)=C([Cl:18])[C:12](F)=[CH:13]2)=C(C2CC2)C=1)=O)C.C(=O)(O)[O-].[Na+].Cl.CN(C)[C@@H:31]1[CH2:35][CH2:34][N:33]([C:36]2[C:37]([F:54])=[CH:38][N:39]3[C:44]([C:45]=2[CH3:46])=[C:43]([CH:47]2[CH2:49][CH2:48]2)[CH:42]=[C:41]([C:50]([OH:52])=[O:51])[C:40]3=[O:53])[CH2:32]1.C(OC(NC(N1CCCC1)C)=O)(C)(C)C>C(#N)C>[ClH:18].[NH2:14][C@@H:13]([C@@H:31]1[CH2:35][CH2:34][N:33]([C:36]2[C:37]([F:54])=[CH:38][N:39]3[C:44]([C:45]=2[CH3:46])=[C:43]([CH:47]2[CH2:49][CH2:48]2)[CH:42]=[C:41]([C:50]([OH:52])=[O:51])[C:40]3=[O:53])[CH2:32]1)[CH3:12] |f:1.2,3.4,7.8|. Reported procedure: A 0.35 g sample of 8-chloro-1-cyclopropyl-7-fluoro-9-methyl-4-oxo-4H-quinolizine-3-carboxylic acid ethyl ester, from Example 253i above, and 0.73 g of sodium bicarbonate were dissolved in 24 mL of anhydrous acetonitrile, reacted with (3R, 1R)-3-(1-(t-butoxycarbonylamino)ethyl -pyrrolidine (0.51 g, prepared as described by Schroeder et al., J. Heterocyclic Chem., 29:1481-1498 (1992)), and carried forward as described in Example 253k-l to give the title product. mp 220°-222° C. MS 374 (M+H)+ ; 1H ... Reactants: C(CC)(=O)NC1=CC=C(C=C1)NC(OCC(Cl)(Cl)Cl)=O (2,2,2-trichloroethyl [4-(propionylamino)phenyl]carbamate), C1(=CC=CC=C1)C1=NSC(=N1)N1CCNCC1 (1-(3-phenyl-1,2,4-thiadiazol-5-yl)piperazine), C(C)(C)N(CC)C(C)C (diisopropylethylamine), CS(=O)C (dimethyl sulfoxide). The solvent is O (water). The product is C1(=CC=CC=C1)C1=NSC(=N1)N1CCN(CC1)C(=O)NC1=CC=C(C=C1)NC(CC)=O (4-(3-Phenyl-1,2,4-thiadiazol-5-yl)-N-[4-(propionylamino)phenyl]piperazine-1-carboxamide). Yield: 29.6%. As a reaction SMILES: [C:1]([NH:5][C:6]1[CH:11]=[CH:10][C:9]([NH:12][C:13](=[O:20])OCC(Cl)(Cl)Cl)=[CH:8][CH:7]=1)(=[O:4])[CH2:2][CH3:3].[C:21]1([C:27]2[N:31]=[C:30]([N:32]3[CH2:37][CH2:36][NH:35][CH2:34][CH2:33]3)[S:29][N:28]=2)[CH:26]=[CH:25][CH:24]=[CH:23][CH:22]=1.C(N(C(C)C)CC)(C)C.CS(C)=O>O>[C:21]1([C:27]2[N:31]=[C:30]([N:32]3[CH2:37][CH2:36][N:35]([C:13]([NH:12][C:9]4[CH:8]=[CH:7][C:6]([NH:5][C:1](=[O:4])[CH2:2][CH3:3])=[CH:11][CH:10]=4)=[O:20])[CH2:34][CH2:33]3)[S:29][N:28]=2)[CH:22]=[CH:23][CH:24]=[CH:25][CH:26]=1. Reported procedure: A solution of 2,2,2-trichloroethyl [4-(propionylamino)phenyl]carbamate (200 mg, 0.589 mmol), 1-(3-phenyl-1,2,4-thiadiazol-5-yl)piperazine (145 mg, 0.589 mmol), diisopropylethylamine (0.206 ml, 1.18 mmol) and dimethyl sulfoxide (4 ml) was stirred at 70° C. for 24 hours, the reaction mixture was poured into water, and the mixture was extracted with ethyl acetate. The extract was washed with water, and dried over anhydrous magnesium sulfate. The solvent was distilled off under reduced pressure, and... The reactants are COc1ccc(CN(Cc2ccc(OC)cc2)c2ncc(-c3nc(N4CCOCC4)nc4c3CCN4c3ccc(C(=O)O)cc3F)cn2)cc1, Nc1nccs1. Product: COc1ccc(CN(Cc2ccc(OC)cc2)c2ncc(-c3nc(N4CCOCC4)nc4c3CCN4c3ccc(C(=O)Nc4nccs4)cc3F)cn2)cc1. RXN SMILES: [CH3:1][O:2][c:3]1[cH:4][cH:5][c:6]([CH2:7][N:8]([c:9]2[n:10][cH:11][c:12](-[c:15]3[c:16]4[c:17]([n:18][c:19]([N:21]5[CH2:22][CH2:23][O:24][CH2:25][CH2:26]5)[n:20]3)[N:27]([c:30]3[c:31]([F:39])[cH:32][c:33]([C:34](=[O:35])[OH:36])[cH:37][cH:38]3)[CH2:28][CH2:29]4)[cH:13][n:14]2)[CH2:40][c:41]2[cH:42][cH:43][c:44]([O:47][CH3:48])[cH:45][cH:46]2)[cH:49][cH:50]1.[NH2:51][c:52]1[s:53][cH:54][cH:55][n:56]1>>[CH3:1][O:2][c:3]1[cH:4][cH:5][c:6]([CH2:7][N:8]([c:9]2[n:10][cH:11][c:12](-[c:15]3[c:16]4[c:17]([n:18][c:19]([N:21]5[CH2:22][CH2:23][O:24][CH2:25][CH2:26]5)[n:20]3)[N:27]([c:30]3[c:31]([F:39])[cH:32][c:33]([C:34](=[O:35])[NH:51][c:52]5[s:53][cH:54][cH:55][n:56]5)[cH:37][cH:38]3)[CH2:28][CH2:29]4)[cH:13][n:14]2)[CH2:40][c:41]2[cH:42][cH:43][c:44]([O:47][CH3:48])[cH:45][cH:46]2)[cH:49][cH:50]1. RXN SMILES: [CH3:13][C:14]([CH3:15])([O-:16])[CH3:17].[CH3:19][S:20](=[O:21])(=[O:22])[c:23]1[n:24][cH:25][c:26]([S:29](=[O:30])(=[O:31])[CH3:32])[cH:27][cH:28]1.[CH3:34][S:35]([CH3:36])=[O:37].[F:1][C:2]([S:3][c:4]1[cH:5][cH:6][c:7]([OH:10])[cH:8][cH:9]1)([F:11])[F:12].[K+:18].[OH2:33]>>[F:1][C:2]([S:3][c:4]1[cH:5][cH:6][c:7]([O:10][c:23]2[n:24][cH:25][c:26]([S:29](=[O:30])(=[O:31])[CH3:32])[cH:27][cH:28]2)[cH:8][cH:9]1)([F:11])[F:12]. Reactants: CC(C)(C)[O-], CS(=O)(=O)c1ccc(S(C)(=O)=O)nc1, CS(C)=O, Oc1ccc(SC(F)(F)F)cc1, [K+], O. The product is CS(=O)(=O)c1ccc(Oc2ccc(SC(F)(F)F)cc2)nc1. Isolated yield 63.0%. Reactants: C(C)OC=1C(C(CCC1)C(C(=O)OCC)=O)=O (ethyl (3-ethoxy-2-oxocyclohex-3-en-1-yl)(oxo)acetate), CNN (methylhydrazine). RXN SMILES: C([O:3][C:4]1[C:5](=O)[CH:6]([C:10](=O)[C:11]([O:13][CH2:14][CH3:15])=[O:12])[CH2:7][CH2:8][CH:9]=1)C.[CH3:18][NH:19][NH2:20]>C(O)(=O)C>[CH3:18][N:19]1[C:5]2[C:4](=[O:3])[CH2:9][CH2:8][CH2:7][C:6]=2[C:10]([C:11]([O:13][CH2:14][CH3:15])=[O:12])=[N:20]1. Product: CN1N=C(C=2CCCC(C12)=O)C(=O)OCC (Ethyl 1-methyl-7-oxo-4,5,6,7-tetrahydro-1H-indazole-3-carboxylate). Solvent: C(C)(=O)O (acetic acid). Run at time 6 hour. Procedure details: 30 g (0.125 mol) of ethyl (3-ethoxy-2-oxocyclohex-3-en-1-yl)(oxo)acetate were dissolved in 150 mL of glacial acetic acid and 6.5 mL of methylhydrazine were added. The mixture was stirred at room temperature for 6 hours. The solvent was then evaporated and the crude redissolved with water, the solution made basic with 30% NH4OH and extracted with chloroform. The organic layer was then dried over Na2SO4 and concentrated. The residue was chromatographed on a silica gel column (eluant: chloroform) a...